Dataset: the Open Reaction Database (ORD), a public repository of structured organic reaction records. Task: describe an organic reaction: reactants, conditions, products, and yield Starting materials: O=C([O-])[O-], CCn1cc(C(=O)O)c(=O)c2cc(F)c(N3CCNC(C)C3)cc21, O=CO, Cl, [K+], [K+], [Na+], [OH-]. The product is CCn1cc(C(=O)O)c(=O)c2cc(F)c(N3CCN(C)C(C)C3)cc21. Reaction SMILES: [C:26](=[O:27])([O-:28])[O-:29].[CH2:2]([CH3:3])[n:4]1[cH:5][c:6]([C:23](=[O:24])[OH:25])[c:7](=[O:22])[c:8]2[cH:9][c:10]([F:21])[c:11]([N:14]3[CH2:15][CH:16]([CH3:20])[NH:17][CH2:18][CH2:19]3)[cH:12][c:13]12.[CH:34]([OH:35])=[O:36].[ClH:1].[K+:30].[K+:31].[Na+:33].[OH-:32]>>[CH2:2]([CH3:3])[n:4]1[cH:5][c:6]([C:23](=[O:24])[OH:25])[c:7](=[O:22])[c:8]2[cH:9][c:10]([F:21])[c:11]([N:14]3[CH2:15][CH:16]([CH3:20])[N:17]([CH3:26])[CH2:18][CH2:19]3)[cH:12][c:13]12.